Dataset: the Open Reaction Database (ORD), a public repository of structured organic reaction records. Task: describe an organic reaction: reactants, conditions, products, and yield Reactants: [H-].[Na+] (NaH), BrC1=CC=C(C=C1)[C@H](C(F)(F)F)O ((R)-1-(4-bromophenyl)-2,2,2-trifluoroethanol), COC1=CC=C(CBr)C=C1 (4-methoxy-benzylbromide). Reaction SMILES: [Br:1][C:2]1[CH:7]=[CH:6][C:5]([C@@H:8]([OH:13])[C:9]([F:12])([F:11])[F:10])=[CH:4][CH:3]=1.[H-].[Na+].C[O:17][C:18]1[CH:25]=[CH:24][C:21]([CH2:22]Br)=[CH:20][CH:19]=1>C1COCC1.[I-].C([N+](CCCC)(CCCC)CCCC)CCC>[Br:1][C:2]1[CH:7]=[CH:6][C:5]([C@@H:8]([O:13][CH2:22][C:21]2[CH:24]=[CH:25][C:18]([OH:17])=[CH:19][CH:20]=2)[C:9]([F:11])([F:12])[F:10])=[CH:4][CH:3]=1 |f:1.2,5.6|. Solvent: C1CCOC1 (THF). Yields the product BrC1=CC=C(C=C1)[C@H](C(F)(F)F)OCC1=CC=C(C=C1)O (4-[(R)-1-(4-Bromo-phenyl)-2,2,2-trifluoro-ethoxymethyl]-phenol). Procedure details: (R)-1-(4-bromophenyl)-2,2,2-trifluoroethanol (3.5 g, synthesis described in J. Org. Chem. 2009, 74, 1605-1610) was dissolved in THF (50 ml) under an argon atmosphere, NaH (719 mg) was added at 0° C. followed by tetrabutylammonium iodide (507 mg) then 4-methoxy-benzylbromide (3.04 g) and the mixture was stirred for 3.5 h at 20° C. Reagents/catalysts: [I-].C(CCC)[N+](CCCC)(CCCC)CCCC (tetrabutylammonium iodide). Starting materials: [Li+].[OH-] (LiOH), COC1(CCN(CC1)C1CCN(CCC1)C(=O)OCC)C(=O)OC (Ethyl 4-[4-methoxy-4-(methoxycarbonyl)piperidin-1-yl]azepane-1-carboxylate), Cl (hydrochloric acid). The solvent is C1CCOC1 (THF). Reaction conditions: time 2 day. The product is C(C)OC(=O)N1CCC(CCC1)N1CCC(CC1)(C(=O)O)OC (1-[1-(ethoxycarbonyl)azepan-4-yl]-4-methoxypiperidine-4-carboxylic acid). Yield: 102.3%. RXN SMILES: [CH3:1][O:2][C:3]1([C:21]([O:23]C)=[O:22])[CH2:8][CH2:7][N:6]([CH:9]2[CH2:15][CH2:14][CH2:13][N:12]([C:16]([O:18][CH2:19][CH3:20])=[O:17])[CH2:11][CH2:10]2)[CH2:5][CH2:4]1.[Li+].[OH-].Cl>C1COCC1>[CH2:19]([O:18][C:16]([N:12]1[CH2:13][CH2:14][CH2:15][CH:9]([N:6]2[CH2:5][CH2:4][C:3]([O:2][CH3:1])([C:21]([OH:23])=[O:22])[CH2:8][CH2:7]2)[CH2:10][CH2:11]1)=[O:17])[CH3:20] |f:1.2|. Procedure details: Ethyl 4-[4-methoxy-4-(methoxycarbonyl)piperidin-1-yl]azepane-1-carboxylate (0.136 g, 0.39 mmol) was dissolved in THF (5 mL) at rt and 1M LiOH sol. (0.4 mL) was added. The reaction mixture was stirred at rt for 2 days. The pH was carefully adjusted to pH 6 by addition of concentrated hydrochloric acid, the solvents were removed in vacuo, to give 1-[1-(ethoxycarbonyl)azepan-4-yl]-4-methoxypiperidine-4-carboxylic acid (0.131 g), Intermediate 8, as a yellow oil which was used directly without furthe... Starting materials: C1=CC=CC=C1 (benzene), C(C1=CC=CC=C1)N (benzylamine), IC1=C(C(=O)Cl)C=CC=C1 (o-iodobenzoyl chloride). Solvent: O1CCCC1 (tetrahydrofuran), O1CCCC1 (tetrahydrofuran). Product: C(C1=CC=CC=C1)NC(C1=C(C=CC=C1)I)=O (N-benzyl-o-iodobenzamide). RXN SMILES: [CH2:1]([NH2:8])[C:2]1[CH:7]=[CH:6][CH:5]=[CH:4][CH:3]=1.[I:9][C:10]1[CH:18]=[CH:17][CH:16]=[CH:15][C:11]=1[C:12](Cl)=[O:13].C1C=CC=CC=1>O1CCCC1>[CH2:1]([NH:8][C:12](=[O:13])[C:11]1[CH:15]=[CH:16][CH:17]=[CH:18][C:10]=1[I:9])[C:2]1[CH:7]=[CH:6][CH:5]=[CH:4][CH:3]=1. Reported procedure: A solution of 15 ml of benzylamine in 20 ml of tetrahydrofuran was reacted with a solution of 8.0 g of o-iodobenzoyl chloride in 20 ml of tetrahydrofuran in accordance with the procedure of Example 3. There was obtained by recrystallization from benzene 9.1 g of N-benzyl-o-iodobenzamide, m.p. 122°-123°, Rf 0.78. The reactants are B, CCCCCCCCCCCCCCCCOCC(=O)O, CC(C)=O, C1CCOC1, O. Yields the product CCCCCCCCCCCCCCCCOCCO. As a reaction SMILES: [BH3:22].[CH2:1]([CH2:2][CH2:3][CH2:4][CH2:5][CH2:6][CH2:7][CH2:8][CH2:9][CH2:10][CH2:11][CH2:12][CH2:13][CH2:14][CH2:15][CH3:16])[O:17][CH2:18][C:19](=[O:20])[OH:21].[CH3:23][C:24](=[O:25])[CH3:26].[O:28]1[CH2:29][CH2:30][CH2:31][CH2:32]1.[OH2:27]>>[CH2:1]([CH2:2][CH2:3][CH2:4][CH2:5][CH2:6][CH2:7][CH2:8][CH2:9][CH2:10][CH2:11][CH2:12][CH2:13][CH2:14][CH2:15][CH3:16])[O:17][CH2:18][CH2:19][OH:20].